This data is from the Open Reaction Database (ORD), a public repository of structured organic reaction records. The task is: describe an organic reaction: reactants, conditions, products, and yield Reactants: N#Cc1ncccc1Br, CCO, Cc1ccccc1, [Na+], [Na+], O=C([O-])[O-], Cc1ccc(B(O)O)cc1, c1ccc(P(c2ccccc2)(c2ccccc2)[Pd](P(c2ccccc2)(c2ccccc2)c2ccccc2)(P(c2ccccc2)(c2ccccc2)c2ccccc2)P(c2ccccc2)(c2ccccc2)c2ccccc2)cc1. Yields the product Cc1ccc(-c2cccnc2C#N)cc1. Reaction SMILES: [C:1](#[N:2])[c:3]1[n:4][cH:5][cH:6][cH:7][c:8]1[Br:9].[CH3:110][CH2:111][OH:112].[CH3:20][c:21]1[cH:22][cH:23][cH:24][cH:25][cH:26]1.[Na+:27].[Na+:28].[O-:29][C:30](=[O:31])[O-:32].[c:10]1([CH3:19])[cH:11][cH:12][c:13]([B:16]([OH:17])[OH:18])[cH:14][cH:15]1.[cH:33]1[cH:34][cH:35][c:36]([P:37]([Pd:38]([P:39]([c:40]2[cH:41][cH:42][cH:43][cH:44][cH:45]2)([c:46]2[cH:47][cH:48][cH:49][cH:50][cH:51]2)[c:52]2[cH:53][cH:54][cH:55][cH:56][cH:57]2)([P:58]([c:59]2[cH:60][cH:61][cH:62][cH:63][cH:64]2)([c:65]2[cH:66][cH:67][cH:68][cH:69][cH:70]2)[c:71]2[cH:72][cH:73][cH:74][cH:75][cH:76]2)[P:77]([c:78]2[cH:79][cH:80][cH:81][cH:82][cH:83]2)([c:84]2[cH:85][cH:86][cH:87][cH:88][cH:89]2)[c:90]2[cH:91][cH:92][cH:93][cH:94][cH:95]2)([c:96]2[cH:97][cH:98][cH:99][cH:100][cH:101]2)[c:102]2[cH:103][cH:104][cH:105][cH:106][cH:107]2)[cH:108][cH:109]1>>[C:1](#[N:2])[c:3]1[n:4][cH:5][cH:6][cH:7][c:8]1-[c:13]1[cH:12][cH:11][c:10]([CH3:19])[cH:15][cH:14]1. Reactants: C(C1=CC=CC=C1)C1=CN(C2=CC=CC=C12)CC=O ((3-Benzylindol-1-yl)acetaldehyde), Cl.NO (hydroxylamine hydrochloride), N1=CC=CC=C1 (pyridine). The solvent is CCO (EtOH). Run at time 45 minute. The product is C(C1=CC=CC=C1)C1=CN(C2=CC=CC=C12)CC=NO (3-Benzyl-1-(2-hydroximinoethyl)indole). Reaction SMILES: [CH2:1]([C:8]1[C:16]2[C:11](=[CH:12][CH:13]=[CH:14][CH:15]=2)[N:10]([CH2:17][CH:18]=O)[CH:9]=1)[C:2]1[CH:7]=[CH:6][CH:5]=[CH:4][CH:3]=1.Cl.[NH2:21][OH:22].N1C=CC=CC=1>CCO>[CH2:1]([C:8]1[C:16]2[C:11](=[CH:12][CH:13]=[CH:14][CH:15]=2)[N:10]([CH2:17][CH:18]=[N:21][OH:22])[CH:9]=1)[C:2]1[CH:7]=[CH:6][CH:5]=[CH:4][CH:3]=1 |f:1.2|. Procedure details: To a solution of the aldehyde from Step 2 (390 mg, 1.57 mmol) in EtOH (6 mL) there was added hydroxylamine hydrochloride (435 mg, 6.26 mmol), then pyridine (3 mL). The mixture was stirred at r.t. for 45 minutes, then it was evaporated to dryness. The residue was partitioned between Et2O and H2O, and by evaporation of the ethereal fraction the title oxime was obtained as a soft solid. Reactants: BrC1=C(C=C(C(=O)O)C(=C1)OC)O (4-bromo-3-hydroxy-6-methoxybenzoic acid), LaNO3, Cl (HCl), [N+](=O)([O-])[O-].[Na+] (Sodium nitrate). The solvent is C(C)OCC (diethyl ether), O (water). Conditions: temperature 0 celsius, time 7 hour. Yields the product BrC1=C(C(=C(C(=O)O)C(=C1)OC)[N+](=O)[O-])O (4-Bromo-3-hydroxy-6-methoxy-2-nitrobenzoic acid). As a reaction SMILES: [N+:1]([O-:4])([O-])=[O:2].[Na+].Cl.[Br:7][C:8]1[CH:16]=[C:15]([O:17][CH3:18])[C:11]([C:12]([OH:14])=[O:13])=[CH:10][C:9]=1[OH:19]>O.C(OCC)C>[Br:7][C:8]1[CH:16]=[C:15]([O:17][CH3:18])[C:11]([C:12]([OH:14])=[O:13])=[C:10]([N+:1]([O-:4])=[O:2])[C:9]=1[OH:19] |f:0.1|. Reported procedure: Sodium nitrate (361 mg, 4.25 mmol) was dissolved in water (4 mL) and LaNO3 *6H2O (18 mg, 0.04 mmol) and HCl (12M, 4 mL) were added. The solution was cooled to 0° C. and a slurry of 4-bromo-3-hydroxy-6-methoxybenzoic acid in diethyl ether (20 mL) was added to the reaction mixture in portions during 10 min. After slowly raising the temperature to room temperature the mixture was stirred for 7 h. Extraction between H2O (20 mL) and CH2Cl2 (3×30 mL), drying the organic phase with MgSO4, filtration an... Starting materials: ice, CC1(N(C(CN1)=O)CC(=O)OCC)C (ethyl 2,2-dimethyl-5-oxo-1-imidazolidineacetate), N (ammonia). Solvent: CO (methanol). Run at time 36 hour. Product: CC1(N(C(CN1)=O)CC(=O)N)C (2,2-dimethyl-5-oxo-1-imidazolidineacetamide). As a reaction SMILES: [CH3:1][C:2]1([CH3:14])[NH:6][CH2:5][C:4](=[O:7])[N:3]1[CH2:8][C:9](OCC)=[O:10].[NH3:15]>CO>[CH3:1][C:2]1([CH3:14])[NH:6][CH2:5][C:4](=[O:7])[N:3]1[CH2:8][C:9]([NH2:15])=[O:10]. Procedure: An ice-cold solution of ethyl 2,2-dimethyl-5-oxo-1-imidazolidineacetate (2 g) in methanol (150 ml) was saturated with gaseous ammonia). The solution was stirred at room temperature for 36 hours. After evaporation the residue was chromatographed on a silica gel column, eluting with dichloromethane/methanol 6:4. The selected fractions were collected, evaporated and the residue was crystallized from ethanol, to give 2,2-dimethyl-5-oxo-1-imidazolidineacetamide (1 g) as a white powder, m.p. 144°-146°... Reactants: [N+](=O)([O-])C1=C2C=CC(=NC2=CC=C1)Cl (5-nitro-2-chloroquinoline), FC=1C=C(C=C(C1)F)S(=O)(=O)Cl (3,5-difluorobenzenesulfonylchloride), CC1=CC=C(O1)C(C)N (1-(5-methyl-2-furyl) ethanamine). Procedure: The title compound, MS: m/e=444.4 (M+H+), was prepared in accordance with the general method of example 61 from 5-nitro-2-chloroquinoline, 3,5-difluorobenzenesulfonylchloride and 1-(5-methyl-2-furyl) ethanamine. RXN SMILES: [N+:1]([C:4]1[CH:13]=[CH:12][CH:11]=[C:10]2[C:5]=1[CH:6]=[CH:7][C:8](Cl)=[N:9]2)([O-])=O.[F:15][C:16]1[CH:17]=[C:18]([S:23](Cl)(=[O:25])=[O:24])[CH:19]=[C:20]([F:22])[CH:21]=1.[CH3:27][C:28]1[O:32][C:31]([CH:33]([NH2:35])[CH3:34])=[CH:30][CH:29]=1>>[F:15][C:16]1[CH:17]=[C:18]([S:23]([NH:1][C:4]2[CH:13]=[CH:12][CH:11]=[C:10]3[C:5]=2[CH:6]=[CH:7][C:8]([NH:35][CH:33]([C:31]2[O:32][C:28]([CH3:27])=[CH:29][CH:30]=2)[CH3:34])=[N:9]3)(=[O:25])=[O:24])[CH:19]=[C:20]([F:22])[CH:21]=1. Product: FC=1C=C(C=C(C1)F)S(=O)(=O)NC1=C2C=CC(=NC2=CC=C1)NC(C)C=1OC(=CC1)C (3,5-Difluoro-N-{2-[1-(5-methyl-furan-2-yl)-ethylamino]-quinolin-5-yl}-benzenesulfonamide).